describe an organic reaction: reactants, conditions, products, and yield From a dataset of the Open Reaction Database (ORD), a public repository of structured organic reaction records. Starting materials: C(C=CCCC)(=O)O (2-hexenoic acid), S([O-])(O)=O (bisulfite), [OH-].[Na+] (sodium hydroxide), S([O-])(O)=O.[Na+] (sodium bisulfite). The product is S(=O)(=O)(O)C(CC(=O)O)CCC (3-sulfohexanoic acid). Reaction SMILES: [C:1]([OH:8])(=[O:7])[CH:2]=[CH:3][CH2:4][CH2:5][CH3:6].[OH-].[Na+].[S:11](=[O:14])([OH:13])[O-:12].[Na+].S(=O)(O)[O-]>>[S:11]([CH:3]([CH2:4][CH2:5][CH3:6])[CH2:2][C:1]([OH:8])=[O:7])([OH:14])(=[O:13])=[O:12] |f:1.2,3.4|. Procedure details: 114 g. of 2-hexenoic acid is neutralized with aqueous sodium hydroxide and reacted with 204 g. of a 50% wt. aqueous solution of sodium bisulfite at 25° C. Complete addition of bisulfite to the double bond requires several hours. The product is concentrated to approximately 50% wt. solids and then treated with a strong acid ion exchange resin to obtain an aqueous solution of 3-sulfohexanoic acid. This is dried by vacuum stripping and converted into 3-propyl-1,2-oxathiolane-5-one-2,2-dioixde with ... The reactants are CC(=O)O, O=C1C=CC(=O)N1, O, c1ccc2[nH]ccc2c1. Product: O=C1CC(c2c[nH]c3ccccc23)C(=O)N1. RXN SMILES: [CH3:18][C:19](=[O:20])[OH:21].[O:10]=[C:11]1[NH:12][C:13](=[O:14])[CH:15]=[CH:16]1.[OH2:17].[nH:1]1[cH:2][cH:3][c:4]2[cH:5][cH:6][cH:7][cH:8][c:9]12>>[nH:1]1[cH:2][c:3]([CH:16]2[C:11](=[O:10])[NH:12][C:13](=[O:14])[CH2:15]2)[c:4]2[cH:5][cH:6][cH:7][cH:8][c:9]12. The reactants are O (water), OO (hydrogen peroxide), [OH-].[Na+] (sodium hydroxide), C(#N)C1=CC=C(CN2C=C(C3=CC=CC=C23)CC=2NC=CN2)C=C1 (1-(4-Cyanobenzyl)-3-(1-imidazolylmethyl)indole). Solvent: C(C)O (ethanol). Reaction conditions: temperature 50 celsius, time 2 hour. Yields the product C(N)(=O)C1=CC=C(CN2C=C(C3=CC=CC=C23)CC=2NC=CN2)C=C1 (1-(4-carbamoylbenzyl)-3-(1-imidazolylmethyl)indole). Reaction SMILES: [C:1]([C:3]1[CH:24]=[CH:23][C:6]([CH2:7][N:8]2[C:16]3[C:11](=[CH:12][CH:13]=[CH:14][CH:15]=3)[C:10]([CH2:17][C:18]3[NH:19][CH:20]=[CH:21][N:22]=3)=[CH:9]2)=[CH:5][CH:4]=1)#[N:2].[OH:25]O.[OH-].[Na+].O>C(O)C>[C:1]([C:3]1[CH:4]=[CH:5][C:6]([CH2:7][N:8]2[C:16]3[C:11](=[CH:12][CH:13]=[CH:14][CH:15]=3)[C:10]([CH2:17][C:18]3[NH:19][CH:20]=[CH:21][N:22]=3)=[CH:9]2)=[CH:23][CH:24]=1)(=[O:25])[NH2:2] |f:2.3|. Procedure: 1-(4-Cyanobenzyl)-3-(1-imidazolylmethyl)indole (1.0 g) was dissolved in ethanol (10 ml) and 30% hydrogen peroxide (5 ml) and 6 N sodium hydroxide (5 ml) were added. The resulting mixture was stirred for 2 hours at 50° C. and then poured into water. The solid product was filtered off, washed with water and crystallised from ethanol to give 1-(4-carbamoylbenzyl)-3-(1-imidazolylmethyl)indole (0.65 g), m.p. 173°-175° C. Found: C, 72.63; H, 5.54; N, 16.29. C20H18N4O4 requires: C, 72.71; H, 5.49; N, 1... Starting materials: COCCN (2-methoxyethylamine), C([O-])(O)=O.[Na+] (sodium bicarbonate), OCCN1S(C2=C(C=C1CO)C=CS2)(=O)=O (2-(2-Hydroxyethyl)-3-hydroxymethyl-2H-thieno[3,2-e]-1,2-thiazine 1,1-dioxide), CN(C)C (trimethylamine), C1(=CC=C(C=C1)S(=O)(=O)Cl)C (p-toluenesulfonyl chloride). Solvent: C(Cl)Cl (methylene chloride). Reaction conditions: time 3 hour. Yields the product Cl.COCCN1CC=2N(S(C3=C(C2)C=CS3)(=O)=O)CC1 (5,6,7,8-Tetrahydro-6-(2-methoxyethyl)-pyrazino[1,2-b]thieno[3,2-e]-1,2-thiazine 10,10-dioxide Hydrochloride). Isolated yield 62.0%. As a reaction SMILES: O[CH2:2][CH2:3][N:4]1[C:9]([CH2:10]O)=[CH:8][C:7]2[CH:12]=[CH:13][S:14][C:6]=2[S:5]1(=[O:16])=[O:15].CN(C)C.C1(C)C=CC(S([Cl:30])(=O)=O)=CC=1.[CH3:32][O:33][CH2:34][CH2:35][NH2:36].C(=O)(O)[O-].[Na+]>C(Cl)Cl>[ClH:30].[CH3:32][O:33][CH2:34][CH2:35][N:36]1[CH2:2][CH2:3][N:4]2[S:5](=[O:16])(=[O:15])[C:6]3[S:14][CH:13]=[CH:12][C:7]=3[CH:8]=[C:9]2[CH2:10]1 |f:4.5,7.8|. Procedure details: To a solution of the product from Step D (1.37 g, 5.25 mmol and trimethylamine (2.12 g, 21.0 mmol) in methylene chloride (100 mL) at 0° C. was added p-toluenesulfonyl chloride (2.50 g, 13.13 mmol). The mixture was stirred for 3 h, cooled (about 7° C.) overnight, and 2-methoxyethylamine (5 mL) was added, followed by stirring for 2 h at ambient temperature and heating at reflux temperature for 2 h. A saturated solution of sodium bicarbonate (80 mL) was added to the reaction mixture which was extra... The reactants are ClC1=C(C(=O)O)C=CC=C1F (2-chloro-3-fluorobenzoic acid), O1CCC(CC1)C(CN)C=1C=NC(=NC1)C(F)(F)F (2-(tetrahydro-2H-pyran-4-yl)-2-(2-(trifluoromethyl)pyrimidin-5-yl)ethanamine). Product: ClC1=C(C(=O)NCC(C=2C=NC(=NC2)C(F)(F)F)C2CCOCC2)C=CC=C1F (2-chloro-3-fluoro-N-(2-(tetrahydro-2H-pyran-4-yl)-2-(2-(trifluoromethyl)pyrimidin-5-yl)ethyl)benzamide). RXN SMILES: [Cl:1][C:2]1[C:10]([F:11])=[CH:9][CH:8]=[CH:7][C:3]=1[C:4]([OH:6])=O.[O:12]1[CH2:17][CH2:16][CH:15]([CH:18]([C:21]2[CH:22]=[N:23][C:24]([C:27]([F:30])([F:29])[F:28])=[N:25][CH:26]=2)[CH2:19][NH2:20])[CH2:14][CH2:13]1>>[Cl:1][C:2]1[C:10]([F:11])=[CH:9][CH:8]=[CH:7][C:3]=1[C:4]([NH:20][CH2:19][CH:18]([CH:15]1[CH2:16][CH2:17][O:12][CH2:13][CH2:14]1)[C:21]1[CH:22]=[N:23][C:24]([C:27]([F:29])([F:30])[F:28])=[N:25][CH:26]=1)=[O:6]. Procedure: From 2-chloro-3-fluorobenzoic acid and 2-(tetrahydro-2H-pyran-4-yl)-2-(2-(trifluoromethyl)pyrimidin-5-yl)ethanamine. LCMS (MH+): m/z=432.1, tR (minutes, Method F)=2.48